Dataset: the Open Reaction Database (ORD), a public repository of structured organic reaction records. Task: describe an organic reaction: reactants, conditions, products, and yield Reactants: [BH4-], CCO, CCC(CC)Nc1nc(C)nc(N2CCc3cc(Cl)cc(Cl)c32)c1C=O, [Na+]. Yields the product CCC(CC)Nc1nc(C)nc(N2CCc3cc(Cl)cc(Cl)c32)c1CO. Reaction SMILES: [BH4-:27].[CH3:29][CH2:30][OH:31].[Cl:1][c:2]1[cH:3][c:4]2[c:8]([c:9]([Cl:11])[cH:10]1)[N:7]([c:12]1[n:13][c:14]([CH3:26])[n:15][c:16]([NH:20][CH:21]([CH2:22][CH3:23])[CH2:24][CH3:25])[c:17]1[CH:18]=[O:19])[CH2:6][CH2:5]2.[Na+:28]>>[Cl:1][c:2]1[cH:3][c:4]2[c:8]([c:9]([Cl:11])[cH:10]1)[N:7]([c:12]1[n:13][c:14]([CH3:26])[n:15][c:16]([NH:20][CH:21]([CH2:22][CH3:23])[CH2:24][CH3:25])[c:17]1[CH2:18][OH:19])[CH2:6][CH2:5]2. Reactants: COC(=O)c1ccc2c(c1)CC(C)(C)C(c1cccc(C(=O)NC3CCN(C)C3)c1)N2, CO, [Na+], [OH-]. Yields the product CN1CCC(NC(=O)c2cccc(C3Nc4ccc(C(=O)O)cc4CC3(C)C)c2)C1. Reaction SMILES: [CH3:1][C:2]1([CH3:31])[CH:3]([c:16]2[cH:17][c:18]([C:22]([NH:23][CH:24]3[CH2:25][N:26]([CH3:29])[CH2:27][CH2:28]3)=[O:30])[cH:19][cH:20][cH:21]2)[NH:4][c:5]2[cH:6][cH:7][c:8]([C:12](=[O:13])[O:14][CH3:15])[cH:9][c:10]2[CH2:11]1.[CH3:34][OH:35].[Na+:33].[OH-:32]>>[CH3:1][C:2]1([CH3:31])[CH:3]([c:16]2[cH:17][c:18]([C:22]([NH:23][CH:24]3[CH2:25][N:26]([CH3:29])[CH2:27][CH2:28]3)=[O:30])[cH:19][cH:20][cH:21]2)[NH:4][c:5]2[cH:6][cH:7][c:8]([C:12](=[O:13])[OH:14])[cH:9][c:10]2[CH2:11]1.